This data is from the Open Reaction Database (ORD), a public repository of structured organic reaction records. The task is: describe an organic reaction: reactants, conditions, products, and yield The reactants are COc1ccc(CC(=O)O)cc1[N+](=O)[O-], CC(C)(N)CO, Cc1ccccc1C. Product: COc1ccc(CC2=NC(C)(C)CO2)cc1[N+](=O)[O-]. As a reaction SMILES: [CH3:7][O:8][c:9]1[c:10]([N+:19](=[O:20])[O-:21])[cH:11][c:12]([CH2:15][C:16]([OH:17])=[O:18])[cH:13][cH:14]1.[NH2:1][C:2]([CH2:3][OH:4])([CH3:5])[CH3:6].[c:22]1([CH3:23])[c:24]([CH3:25])[cH:26][cH:27][cH:28][cH:29]1>>[N:1]1=[C:16]([CH2:15][c:12]2[cH:11][c:10]([N+:19](=[O:20])[O-:21])[c:9]([O:8][CH3:7])[cH:14][cH:13]2)[O:4][CH2:3][C:2]1([CH3:5])[CH3:6]. The reactants are CC1=C(NC(=C1C(=O)N1CCN(CC1)C)C)C=O (3,5-dimethyl-4-(4-methyl-piperazine-1-carbonyl)-1H-pyrrole-2-carboxaldehyde), [Na] (sodium), CC(CC(C)=O)=O (pentan-2,4-dione), C(C=C)(=O)OCC (ethyl acrylate). The reagents and catalysts are [Na] (Sodium). Solvent: C(C)O (ethanol), C(C)(=O)O (acetic acid). The product is C(C)(=O)C(C(CCC(=O)OCC)=O)C (ethyl 5-acetyl-4-oxohexanoate). RXN SMILES: [CH3:1]C1C(C(N2CCN(C)CC2)=O)=C(C)NC=1C=O.[Na].[CH3:20][C:21](=[O:26])[CH2:22][C:23](=[O:25])[CH3:24].[C:27]([O:31][CH2:32][CH3:33])(=[O:30])[CH:28]=C>[Na].C(O)(=O)C.C(O)C>[C:23]([CH:22]([CH3:1])[C:21](=[O:26])[CH2:20][CH2:28][C:27]([O:31][CH2:32][CH3:33])=[O:30])(=[O:25])[CH3:24] |^1:18,33|. Reported procedure: Sodium metal (1 5 g) was placed in a 3 L 3 neck round bottom flask equipped with a thermometer, reflux condenser and mechanical stirring and placed in an oil bath. Absolute ethanol (1 L) was added with stirring. When the sodium had dissolved, 350 g of pentan-2,4-dione was added all at once and then 310 g of ethyl acrylate added over 30 minutes. The mixture was refluxed for 2.5 hours and then allowed to cool to room temperature overnight. Glacial acetic acid (3 mL) was added and the solvent remov... The reactants are C(C)OC1=C(C(=CC=C1)[N+](=O)[O-])C (1-ethoxy-2-methyl-3-nitrobenzene). The reagents and catalysts are [C].[Pd] (palladium-carbon). Run in C(C)O (ethanol). Yields the product C(C)OC=1C(=C(N)C=CC1)C (3-ethoxy-2-methylaniline). Reaction SMILES: [CH2:1]([O:3][C:4]1[CH:9]=[CH:8][CH:7]=[C:6]([N+:10]([O-])=O)[C:5]=1[CH3:13])[CH3:2]>[C].[Pd].C(O)C>[CH2:1]([O:3][C:4]1[C:5]([CH3:13])=[C:6]([CH:7]=[CH:8][CH:9]=1)[NH2:10])[CH3:2] |f:1.2|. Procedure details: A mixture of 1-ethoxy-2-methyl-3-nitrobenzene described in Reference Preparation example 2539.9 g, palladium-carbon (palladium 5%) 4 g and ethanol 200 mL was stirred at room temperature under hydrogen atmosphere for eighteen hours. The mixtures were filtered and the filtrates were concentrated to give 3-ethoxy-2-methylaniline 33.0 g. Reactants: FC1=CC=C(C=C1)C(=C(C(=O)OCC)C1=NN=NN1C(C)C)C1=CC=C(C=C1)F (ethyl 3,3-bis(4- fluorophenyl)-2-[1-(1-methylethyl)-1H-tetrazol-5-yl]-2-propenoate), [Li+].[OH-] (LiOH), O1CCCC1 (tetrahydrofuran), CO (methanol). The solvent is OS(=O)(=O)O (H2SO4). Run at temperature 0 celsius, time 15 minute. The product is FC1=CC=C(C=C1)C(=C(C(=O)O)C1=NN=NN1C(C)C)C1=CC=C(C=C1)F (3,3-Bis(4-fluorophenyl)-2-[1-(1-methylethyl)-1H-tetrazol-5-yl]-2-propenoic acid). RXN SMILES: [F:1][C:2]1[CH:7]=[CH:6][C:5]([C:8]([C:23]2[CH:28]=[CH:27][C:26]([F:29])=[CH:25][CH:24]=2)=[C:9]([C:15]2[N:19]([CH:20]([CH3:22])[CH3:21])[N:18]=[N:17][N:16]=2)[C:10]([O:12]CC)=[O:11])=[CH:4][CH:3]=1.O1CCCC1.CO.[Li+].[OH-]>OS(O)(=O)=O>[F:1][C:2]1[CH:7]=[CH:6][C:5]([C:8]([C:23]2[CH:28]=[CH:27][C:26]([F:29])=[CH:25][CH:24]=2)=[C:9]([C:15]2[N:19]([CH:20]([CH3:22])[CH3:21])[N:18]=[N:17][N:16]=2)[C:10]([OH:12])=[O:11])=[CH:4][CH:3]=1 |f:3.4|. Procedure details: To a chilled (0° C.) solution of ethyl 3,3-bis(4- fluorophenyl)-2-[1-(1-methylethyl)-1H-tetrazol-5-yl]-2-propenoate (0.95 g, 2.39 mmoles) in 20 mL of 1:1 (v/v) mixture of tetrahydrofuran and methanol was added an aqueous solution of LiOH (4.0 mL, 3 Molar) in one single portion. The reaction mixture was stirred at 0° C. for 15 minutes followed by warming up to ambient temperature. Saponification was allowed to proceed at room temperature for four hours forming a very pale clear solution. The crud... Reaction SMILES: [CH3:1][N:2]1[C:6]([N+:7]([O-:9])=[O:8])=[CH:5][N:4]=[C:3]1[CH2:10][O:11][C:12]1[CH:17]=[CH:16][C:15]([S:18][CH3:19])=[CH:14][CH:13]=1.ClC1C=CC=C(C(OO)=[O:28])C=1.C(=O)([O-])[O-].[Na+].[Na+]>C(Cl)(Cl)Cl>[CH3:1][N:2]1[C:6]([N+:7]([O-:9])=[O:8])=[CH:5][N:4]=[C:3]1[CH2:10][O:11][C:12]1[CH:17]=[CH:16][C:15]([S:18]([CH3:19])=[O:28])=[CH:14][CH:13]=1 |f:2.3.4|. The reactants are ClC1=CC(=CC=C1)C(=O)OO (m-chloroperbenzoic acid), CN1C(=NC=C1[N+](=O)[O-])COC1=CC=C(C=C1)SC (1-methyl-2-(4-methylthiophenyloxymethyl)-5-nitro-imidazole), C([O-])([O-])=O.[Na+].[Na+] (sodium carbonate). Reaction conditions: temperature 25 celsius, time 1 hour. Run in C(Cl)(Cl)Cl (chloroform), C(Cl)(Cl)Cl (chloroform). Reported procedure: 27.9 Grams (0.1 mol) of 1-methyl-2-(4-methylthiophenyloxymethyl)-5-nitro-imidazole are dissolved in 200 ml of chloroform, and the solution is added dropwise while stirring at 25° C. to a solution of 17.25 g (0.1 mol) of m-chloroperbenzoic acid in 70 ml of chloroform. The reaction mixture is stirred for 1 hour at 25° C., the solution is shaken with dilute sodium carbonate solution, the chloroform phase is separated, dried over sodium sulfate and evaporated. The residue is recrystallized from etha... Yields the product CN1C(=NC=C1[N+](=O)[O-])COC1=CC=C(C=C1)S(=O)C (1-Methyl-2-(4-methylsulfinyl-phenyl-oxymethyl)-5-nitro-imidazole).